Dataset: the Open Reaction Database (ORD), a public repository of structured organic reaction records. Task: describe an organic reaction: reactants, conditions, products, and yield The reactants are BrC=1C=CC(=C(C1)NS(=O)(=O)C1=C(C=CC(=C1)Cl)OC)CO (N-(5-bromo-2-hydroxymethyl-phenyl)-5-chloro-2-methoxy-benzenesulfonamide), O.C1(=CC=C(C=C1)S(=O)(=O)O)C (toluene-4-sulfonic acid monohydrate), C(C)OCOCC (formaldehyde diethyl acetal). Run in CCCCCCC (heptane). Reaction conditions: temperature 100 celsius, time 15 minute. Yields the product BrC=1C=CC2=C(N(COC2)S(=O)(=O)C2=C(C=CC(=C2)Cl)OC)C1 (7-bromo-1-(5-chloro-2-methoxy-benzenesulfonyl)-1,4-dihydro-2H-benzo[d][1,3]oxazine). Isolated yield 871.0%. RXN SMILES: [Br:1][C:2]1[CH:3]=[CH:4][C:5]([CH2:21][OH:22])=[C:6]([NH:8][S:9]([C:12]2[CH:17]=[C:16]([Cl:18])[CH:15]=[CH:14][C:13]=2[O:19][CH3:20])(=[O:11])=[O:10])[CH:7]=1.O.[C:24]1(C)C=CC(S(O)(=O)=O)=CC=1.C(OCOCC)C>CCCCCCC>[Br:1][C:2]1[CH:3]=[CH:4][C:5]2[CH2:21][O:22][CH2:24][N:8]([S:9]([C:12]3[CH:17]=[C:16]([Cl:18])[CH:15]=[CH:14][C:13]=3[O:19][CH3:20])(=[O:11])=[O:10])[C:6]=2[CH:7]=1 |f:1.2|. Reported procedure: A mixture of N-(5-bromo-2-hydroxymethyl-phenyl)-5-chloro-2-methoxy-benzenesulfonamide (2.51 g, 6.17 mmol), toluene-4-sulfonic acid monohydrate (117 mg, 0.617 mmol), and formaldehyde diethyl acetal (15.5 mL) was heated under reflux at 100° C. for 16 h. After cooling, heptane was added to the suspension, which was stirred for 15 min. The precipitate was collected by filtration and dried to afford 7-bromo-1-(5-chloro-2-methoxy-benzenesulfonyl)-1,4-dihydro-2H-benzo[d][1,3]oxazine (2.25 g, 87%). Off-... Starting materials: CN(C)C=O, CN1CCCC1, CCO, CNc1nc(-n2cc(C(=O)O)c(=O)c3cc(F)c(F)c(Cl)c32)c(F)cc1F, Cl, Cl, NC1CNC1. Product: CNc1nc(-n2cc(C(=O)O)c(=O)c3cc(F)c(N4CC(N)C4)c(Cl)c32)c(F)cc1F. Reaction SMILES: [CH3:1][N:2]([CH3:3])[CH:4]=[O:5].[CH3:40][N:41]1[CH2:42][CH2:43][CH2:44][CH2:45]1.[CH3:46][CH2:47][OH:48].[Cl:6][c:7]1[c:8]([F:32])[c:9]([F:31])[cH:10][c:11]2[c:12](=[O:30])[c:13]([C:27](=[O:28])[OH:29])[cH:14][n:15](-[c:17]3[n:18][c:19]([NH:25][CH3:26])[c:20]([F:24])[cH:21][c:22]3[F:23])[c:16]12.[ClH:33].[ClH:34].[NH2:35][CH:36]1[CH2:37][NH:38][CH2:39]1>>[Cl:6][c:7]1[c:8]([N:38]2[CH2:37][CH:36]([NH2:35])[CH2:39]2)[c:9]([F:31])[cH:10][c:11]2[c:12](=[O:30])[c:13]([C:27](=[O:28])[OH:29])[cH:14][n:15](-[c:17]3[n:18][c:19]([NH:25][CH3:26])[c:20]([F:24])[cH:21][c:22]3[F:23])[c:16]12. Reactants: B, C1CCOC1, O=C1NCCN2CCS(=O)(=O)CC12, C1CCOC1, Cl. Product: O=S1(=O)CCN2CCNCC2C1. Reaction SMILES: [BH3:14].[CH2:15]1[O:16][CH2:17][CH2:18][CH2:19]1.[CH2:1]1[S:2](=[O:12])(=[O:13])[CH2:3][CH2:4][N:5]2[CH:6]1[C:7](=[O:11])[NH:8][CH2:9][CH2:10]2.[CH2:21]1[O:22][CH2:23][CH2:24][CH2:25]1.[ClH:20]>>[CH2:1]1[S:2](=[O:12])(=[O:13])[CH2:3][CH2:4][N:5]2[CH:6]1[CH2:7][NH:8][CH2:9][CH2:10]2. The reactants are alkali metal, P.[H][H] (phosphine hydrogen), alkaline earth metal hypophosphites, P12P3P1P23 (tetraphosphorus), [OH-].[Na+] (sodium hydroxide), [PH2](=O)[O-].[Na+] (sodium hypophosphite), P([O-])([O-])[O-].[Na+].[Na+].[Na+] (sodium phosphite), P (phosphine), [H][H] (hydrogen). Solvent: O (water). Yields the product [PH2](=O)[O-].[Na+] (Sodium hypophosphite), P(O)(O)(O)=O (phosphoric acid). Reaction SMILES: P12P3P1P23.[OH-].[Na+:6].[PH2:7]([O-:9])=[O:8].[Na+].[P:11]([O-:14])([O-:13])[O-:12].[Na+].[Na+].[Na+].P.[H][H].P.[H][H]>O>[PH2:7]([O-:9])=[O:8].[Na+:6].[P:11](=[O:8])([OH:14])([OH:13])[OH:12] |f:1.2,3.4,5.6.7.8,11.12,14.15|. Reported procedure: Sodium hypophosphite is prepared by reacting tetraphosphorus, P4, with an aqueous solution of sodium hydroxide. This reaction produces a solution of about 50 wt % sodium hypophosphite, about 25 wt % sodium phosphite, and about 25 wt % of a gaseous mixture of phosphine and hydrogen in a 1:1 molar ratio. (Other alkali metal or alkaline earth metal hypophosphites can be made in the same manner.) At the present time, the practice is to burn the phosphine-hydrogen mixture in air followed by scrubbing... Starting materials: CC(C)([O-])C.[K+] (potassium tert-butoxide), ice water, O[C@H]1CC(C([C@@H](C1)C)=O)(C)C ((4R,6R)-4-hydroxy-2,2,6-trimethyl-1-cyclohexanone). The reagents and catalysts are [Br-].C[P+](C1=CC=CC=C1)(C1=CC=CC=C1)C1=CC=CC=C1 (methyltriphenylphosphonium bromide). Run in CS(=O)C (dimethyl sulfoxide). Conditions: time 30 minute. Product: CC1(C[C@@H](CC(C1=C)C)O)C ((1R)-3,3,5-trimethyl-4-methylenecyclohexan-1-ol). Reaction SMILES: [CH3:1]C(C)([O-])C.[K+].[OH:7][C@@H:8]1[CH2:13][C@@H:12]([CH3:14])[C:11](=O)[C:10]([CH3:17])([CH3:16])[CH2:9]1>[Br-].C[P+](C1C=CC=CC=1)(C1C=CC=CC=1)C1C=CC=CC=1.CS(C)=O>[CH3:16][C:10]1([CH3:17])[C:11](=[CH2:1])[CH:12]([CH3:14])[CH2:13][C@@H:8]([OH:7])[CH2:9]1 |f:0.1,3.4|. Reported procedure: 0.79 g (6.86 mmol) of potassium tert-butoxide (KOtBu) was added to a solution of 2.5 g (6.86 mmol) of methyltriphenylphosphonium bromide in 10 ml of dimethyl sulfoxide (DMSO) under N2, and the mixture was then stirred at RT for 30 min. 0.36 g (2.29 mmol) of (4R,6R)-4-hydroxy-2,2,6-trimethyl-1-cyclohexanone was added to this mixture, which was then stirred at RT for 5 min. during which a white precipitate appeared. The mixture was then stirred at 60° C. for 15 min, cooled to RT, poured into 150 m... Starting materials: [Al+3], O=C(Cl)c1cccnc1, O=C1CCc2cccc3c2N1CC3, CCO, [Cl-], [Cl-], [Cl-], [Cl-], Cl, Cl, [Na+], O. Product: O=C(c1cccnc1)c1cc2c3c(c1)CCN3C(=O)CC2. RXN SMILES: [Al+3:2].[C:21]([c:22]1[cH:23][n:24][cH:25][cH:26][cH:27]1)(=[O:28])[Cl:29].[CH2:7]1[CH2:8][N:9]2[C:10](=[O:19])[CH2:11][CH2:12][c:13]3[cH:14][cH:15][cH:16][c:17]1[c:18]32.[CH3:31][CH2:32][OH:33].[Cl-:1].[Cl-:3].[Cl-:4].[Cl-:5].[ClH:20].[ClH:30].[Na+:6].[OH2:34]>>[CH2:7]1[CH2:8][N:9]2[C:10](=[O:19])[CH2:11][CH2:12][c:13]3[cH:14][c:15]([C:21]([c:22]4[cH:23][n:24][cH:25][cH:26][cH:27]4)=[O:28])[cH:16][c:17]1[c:18]32.